Dataset: the Open Reaction Database (ORD), a public repository of structured organic reaction records. Task: describe an organic reaction: reactants, conditions, products, and yield The reactants are C(C)(C)(C)OC(CC(C1=CC(=CC=C1)C(CBr)(OC)OC)=O)=O (3-oxo-3-[3-(2-bromo-1,1-dimethoxy-ethyl)-phenyl]-propionic acid tert-butyl ester), C(C)(C)(C)OC(NC1=C(C=C(C(=C1)N(C)C)Cl)N)=O ((2-amino-4-chloro-5-dimethylamino-phenyl)-carbamic acid tert.-butyl ester). Run in C1(=CC=CC=C1)C (toluene). Reaction conditions: temperature 20 celsius, time 15 minute. Product: BrCC(=O)C=1C=C(C=CC1)C1=NC2=C(NC(C1)=O)C=C(C(=C2)N(C)C)Cl (4-(3-bromoacetyl-phenyl)-8-chloro-7-dimethylamino-1,3-dihydro-benzo[b][1,4]diazepin-2-one). As a reaction SMILES: C(O[C:6](=[O:23])[CH2:7][C:8](=O)[C:9]1[CH:14]=[CH:13][CH:12]=[C:11]([C:15]([O:20]C)(OC)[CH2:16][Br:17])[CH:10]=1)(C)(C)C.C(OC(=O)[NH:30][C:31]1[CH:36]=[C:35]([N:37]([CH3:39])[CH3:38])[C:34]([Cl:40])=[CH:33][C:32]=1[NH2:41])(C)(C)C>C1(C)C=CC=CC=1>[Br:17][CH2:16][C:15]([C:11]1[CH:10]=[C:9]([C:8]2[CH2:7][C:6](=[O:23])[NH:41][C:32]3[CH:33]=[C:34]([Cl:40])[C:35]([N:37]([CH3:38])[CH3:39])=[CH:36][C:31]=3[N:30]=2)[CH:14]=[CH:13][CH:12]=1)=[O:20]. Reported procedure: A solution of 3-oxo-3-[3-(2-bromo-1,1-dimethoxy-ethyl)-phenyl]-propionic acid tert-butyl ester (2.34 g) (Example K28) and (2-amino-4-chloro-5-dimethylamino-phenyl)-carbamic acid tert.-butyl ester (Example J2) (1.57 g) in toluene (16 mL) was heated to 100° C. for 5 h. The solvent was evaporated in vacuum and the crude product was purified by chromatography on silica gel using CH2Cl2/AcOEt (1:20) as eluent. A solution of the purified material (2.4 g) in CH2Cl2/TFA (1:1, 30 mL) was stirred at 20° C...